Task: describe an organic reaction: reactants, conditions, products, and yield. Dataset: the Open Reaction Database (ORD), a public repository of structured organic reaction records Starting materials: N([C@@H](C(C)C)C(=O)N[C@@H](C(C)C)C(=O)N([C@@H](C(C)C)C(=O)N1[C@H](C(=O)O)CCC1)C)C(=O)OCC1=CC=CC=C1 (Z-Val-Val-MeVal-Pro-OH), N1[C@H](C(=O)NC(C)C)CCC1 (H-Pro-NHCH(CH3)2), CN1CCOCC1 (N-methylmorpholine), C=1C=CC2=C(C1)N=NN2O (HOBt), CCN=C=NCCCN(C)C (EDCI). Solvent: ClCCl (dichloromethane), ClCCl (dichloromethane). Reaction conditions: temperature 0 celsius, time 8 hour. Product: N([C@@H](C(C)C)C(=O)N[C@@H](C(C)C)C(=O)N([C@@H](C(C)C)C(=O)N1[C@H](C(=O)N2[C@H](C(=O)NC(C)C)CCC2)CCC1)C)C(=O)OCC1=CC=CC=C1 (Z-Val-Val-MeVal-Pro-Pro-NHCH(CH3)2). The yield is 333.9%. RXN SMILES: [NH:1]([C:31]([O:33][CH2:34][C:35]1[CH:40]=[CH:39][CH:38]=[CH:37][CH:36]=1)=[O:32])[C@H:2]([C:6]([NH:8][C@H:9]([C:13]([N:15]([CH3:30])[C@H:16]([C:20](N1CCC[C@H]1C(O)=O)=[O:21])[CH:17]([CH3:19])[CH3:18])=[O:14])[CH:10]([CH3:12])[CH3:11])=[O:7])[CH:3]([CH3:5])[CH3:4].[NH:41]1[CH2:51][CH2:50][CH2:49][C@H:42]1[C:43]([NH:45][CH:46]([CH3:48])[CH3:47])=[O:44].CN1CC[O:56]CC1.C1C=C[C:62]2N(O)N=[N:65][C:63]=2[CH:64]=1.CCN=C=NC[CH2:75][CH2:76]N(C)C>ClCCl>[NH:1]([C:31]([O:33][CH2:34][C:35]1[CH:40]=[CH:39][CH:38]=[CH:37][CH:36]=1)=[O:32])[C@H:2]([C:6]([NH:8][C@H:9]([C:13]([N:15]([CH3:30])[C@H:16]([C:20]([N:41]1[CH2:51][CH2:50][CH2:49][C@H:42]1[C:43]([N:45]1[CH2:76][CH2:75][CH2:48][C@H:46]1[C:47]([NH:65][CH:63]([CH3:64])[CH3:62])=[O:56])=[O:44])=[O:21])[CH:17]([CH3:19])[CH3:18])=[O:14])[CH:10]([CH3:11])[CH3:12])=[O:7])[CH:3]([CH3:4])[CH3:5]. Reported procedure: 2 g (3.35 mmol) Z-Val-Val-MeVal-Pro-OH and 0.664 g (3.35 mmol) H-Pro-NHCH(CH3)2 were dissolved in 34 ml of dry dichloromethane. After cooling to 0° C., 1.35 ml (12.1 mmol) N-methylmorpholine, 0.114 g (0.84 mmol) HOBt and 0.645 g (3.35 mmol) EDCI were added and the reaction mixture stirred overnight at room temperature. 80 ml dichloromethane were added and the organic phase thoroughly washed with saturated aqueous NaHCO3 solution (3×), water (1×), 5% citric acid (3×) and saturated NaCl solution (... The reactants are CC(=O)NC(Cc1ccc(N2CC(=O)NS2(=O)=O)c(OCc2ccccc2)c1)C(=O)O, COC(=O)c1c(OCCCCN)cccc1OCc1ccccc1. Yields the product COC(=O)c1c(OCCCCNC(=O)C(Cc2ccc(N3CC(=O)NS3(=O)=O)c(OCc3ccccc3)c2)NC(C)=O)cccc1OCc1ccccc1. Reaction SMILES: [C:1]([CH3:2])(=[O:3])[NH:4][CH:5]([C:6](=[O:7])[OH:8])[CH2:9][c:10]1[cH:11][c:12]([O:24][CH2:25][c:26]2[cH:27][cH:28][cH:29][cH:30][cH:31]2)[c:13]([N:16]2[S:17](=[O:22])(=[O:23])[NH:18][C:19](=[O:21])[CH2:20]2)[cH:14][cH:15]1.[CH3:32][O:33][C:34]([c:35]1[c:36]([O:49][CH2:50][CH2:51][CH2:52][CH2:53][NH2:54])[cH:37][cH:38][cH:39][c:40]1[O:41][CH2:42][c:43]1[cH:44][cH:45][cH:46][cH:47][cH:48]1)=[O:55]>>[C:1]([CH3:2])(=[O:3])[NH:4][CH:5]([C:6](=[O:7])[NH:54][CH2:53][CH2:52][CH2:51][CH2:50][O:49][c:36]1[c:35]([C:34]([O:33][CH3:32])=[O:55])[c:40]([O:41][CH2:42][c:43]2[cH:44][cH:45][cH:46][cH:47][cH:48]2)[cH:39][cH:38][cH:37]1)[CH2:9][c:10]1[cH:11][c:12]([O:24][CH2:25][c:26]2[cH:27][cH:28][cH:29][cH:30][cH:31]2)[c:13]([N:16]2[S:17](=[O:22])(=[O:23])[NH:18][C:19](=[O:21])[CH2:20]2)[cH:14][cH:15]1. Starting materials: [N+](=O)([O-])C1=C(C=CC(=C1)[N+](=O)[O-])Cl (2,4-dinitrochlorobenzene), [OH-].[Na+] (sodium hydroxide). Run in O (water). Reaction conditions: time 1 hour. The product is [N+](=O)([O-])C1=C(C=CC(=C1)[N+](=O)[O-])O (2,4-dinitrophenol). RXN SMILES: [N+:1]([C:4]1[CH:9]=[C:8]([N+:10]([O-:12])=[O:11])[CH:7]=[CH:6][C:5]=1Cl)([O-:3])=[O:2].[OH-:14].[Na+]>O>[N+:1]([C:4]1[CH:9]=[C:8]([N+:10]([O-:12])=[O:11])[CH:7]=[CH:6][C:5]=1[OH:14])([O-:3])=[O:2] |f:1.2|. Procedure: A mixture of water and 2,4-dinitrochlorobenzene is heated to boil. An aqueous sodium hydroxide solution is added dropwise thereto and the mixture is stirred under heating to boil for 1 h to form 2,4-dinitrophenol. Then sodium polysulfide is added dropwise thereto over a period of 3 to 4 h while maintaining a boiling state to promote vulcanization for 24 h under exiling water. The reactants are ClC[C@@H]1C[C@@H](OC(O1)(C)C)CC(=O)O.CC(C)(C)Cl (chloride (4R-cis)-6-(chloromethyl)-2,2-dimethyl-1,3-dioxane-4-acetic acid, 1,1-dimethylethyl ester), CN1C(CCC1)=O (1-methyl-2-pyrrolidinone). Reagents/catalysts: C(C)(=O)[O-].C(CCC)[N+](CCCC)(CCCC)CCCC (tetra-n-butylammonium acetate). Run at temperature 85 celsius, time 45 minute. The product is OC[C@@H]1C[C@@H](OC(O1)(C)C)CC(=O)OC(C)(C)C ((4R-cis)-6-(Hydroxymethyl)-2,2-dimethyl-1,3-dioxane-4-acetic acid, 1,1-dimethylethyl ester). Reaction SMILES: Cl[CH2:2][C@H:3]1[O:8][C:7]([CH3:10])([CH3:9])[O:6][C@@H:5]([CH2:11][C:12]([OH:14])=[O:13])[CH2:4]1.[CH3:15][C:16](Cl)([CH3:18])[CH3:17].CN1CCCC1=[O:26]>C([O-])(=O)C.C([N+](CCCC)(CCCC)CCCC)CCC>[OH:26][CH2:2][C@H:3]1[O:8][C:7]([CH3:10])([CH3:9])[O:6][C@@H:5]([CH2:11][C:12]([O:14][C:16]([CH3:18])([CH3:17])[CH3:15])=[O:13])[CH2:4]1 |f:0.1,3.4|. Procedure details: Solid tetra-n-butylammonium acetate prepared in step (e) (i) of Example 1 above (106.2 g, 0,352 mole) was added in one portion to a mechanically stirred solution of the chloride (4R-cis)-6-(chloromethyl)-2,2-dimethyl-1,3-dioxane-4-acetic acid, 1,1-dimethylethyl ester prepared in step (d) of Example 1 above (32.7 g, 0. 117 mole) in HPLC grade 1-methyl-2-pyrrolidinone (471 ml) under argon. The resulting solution was stirred at 85° C. (internal temperature). After 30 to 60 minutes the reaction mixt... The reactants are CCCCN1C(=O)C(Cl)=C(c2ccccc2)S1(=O)=O, CC#N, Nc1ccc(N2CCOCC2)c(Cl)c1. Product: CCCCN1C(=O)C(Nc2ccc(N3CCOCC3)c(Cl)c2)=C(c2ccccc2)S1(=O)=O. RXN SMILES: [CH2:1]([CH2:2][CH2:3][CH3:4])[N:5]1[S:6](=[O:18])(=[O:19])[C:7]([c:12]2[cH:13][cH:14][cH:15][cH:16][cH:17]2)=[C:8]([Cl:11])[C:9]1=[O:10].[CH3:34][C:35]#[N:36].[Cl:20][c:21]1[cH:22][c:23]([NH2:24])[cH:25][cH:26][c:27]1[N:28]1[CH2:29][CH2:30][O:31][CH2:32][CH2:33]1>>[CH2:1]([CH2:2][CH2:3][CH3:4])[N:5]1[S:6](=[O:18])(=[O:19])[C:7]([c:12]2[cH:13][cH:14][cH:15][cH:16][cH:17]2)=[C:8]([NH:24][c:23]2[cH:22][c:21]([Cl:20])[c:27]([N:28]3[CH2:29][CH2:30][O:31][CH2:32][CH2:33]3)[cH:26][cH:25]2)[C:9]1=[O:10].